Dataset: the Open Reaction Database (ORD), a public repository of structured organic reaction records. Task: describe an organic reaction: reactants, conditions, products, and yield Starting materials: C(C)(=O)OC\C=C(\S(=O)CCCCCC)/F ((E)-3-fluoro-3-hexylsulfinyl-2propenyl acetate), [OH-].[Na+] (sodium hydroxide). The solvent is O (water), CO (methanol). Reaction conditions: time 30 minute. Product: F\C(=C/CO)\S(=O)CCCCCC ((E)-3-fluoro-3-hexylsulfinyl-2-propenol). As a reaction SMILES: C([O:4][CH2:5]/[CH:6]=[C:7](\[F:16])/[S:8]([CH2:10][CH2:11][CH2:12][CH2:13][CH2:14][CH3:15])=[O:9])(=O)C.[OH-].[Na+]>CO.O>[F:16]/[C:7](/[S:8]([CH2:10][CH2:11][CH2:12][CH2:13][CH2:14][CH3:15])=[O:9])=[CH:6]\[CH2:5][OH:4] |f:1.2|. Procedure details: To a solution of (E)-3-fluoro-3-hexylsulfinyl-2propenyl acetate (3.0 g, 12.0 mmol) in 20 ml of methanol under N2 is added aqueous sodium hydroxide (3.0 g, 37.5 mmol). After 30 min. at RT, the solution is diluted with water and extracted with ether. The aqueous phase is diluted with saturated brine and extracted again with ether. The combined ether extracts are dried over Na2SO4 and stripped to give (E)-3-fluoro-3-hexylsulfinyl-2-propenol (cpd. 2, Table A). The reactants are C(C)OC(C1=C(N=CC=C1)Cl)=O (2-Chloro-nicotinic acid ethyl ester), FC1=CC=C(C=C1)O (4-fluoro-phenol), C([O-])([O-])=O.[Cs+].[Cs+] (cesium carbonate). Run in O1CCOCC1 (dioxane), [OH-].[Li+] (lithium hydroxide), O (water). The product is FC1=CC=C(OC2=C(C(=O)O)C=CC=N2)C=C1 (2-(4-Fluoro-phenoxy)-nicotinic acid). Reaction SMILES: C([O:3][C:4](=[O:12])[C:5]1[CH:10]=[CH:9][CH:8]=[N:7][C:6]=1Cl)C.[F:13][C:14]1[CH:19]=[CH:18][C:17]([OH:20])=[CH:16][CH:15]=1.C(=O)([O-])[O-].[Cs+].[Cs+]>O1CCOCC1.[OH-].[Li+].O>[F:13][C:14]1[CH:19]=[CH:18][C:17]([O:20][C:6]2[N:7]=[CH:8][CH:9]=[CH:10][C:5]=2[C:4]([OH:3])=[O:12])=[CH:16][CH:15]=1 |f:2.3.4,6.7|. Procedure: 2-Chloro-nicotinic acid ethyl ester, 4-fluoro-phenol, and cesium carbonate were mixed in anhydrous dioxane and the resulting slurry heated to reflux for about 16 h. In a separate flask, lithium hydroxide was dissolved in water with warming and then added to the refluxing mixture, which was heated for an additional 4 h. The mixture was cooled to ambient temperature and concentrated in vacuo to remove the dioxane. Concentrated hydrochloric acid was added dropwise until the pH=3. The acidified solu... Starting materials: C1CCOC1, CNC(=O)c1ccc(N)cc1, O=C(O)CC(=O)N1CCN(C(=O)c2ccccc2C(F)(F)F)CC1. The product is CNC(=O)c1ccc(NC(=O)CC(=O)N2CCN(C(=O)c3ccccc3C(F)(F)F)CC2)cc1. RXN SMILES: [CH2:36]1[O:37][CH2:38][CH2:39][CH2:40]1.[NH2:1][c:2]1[cH:3][cH:4][c:5]([C:6](=[O:7])[NH:8][CH3:9])[cH:10][cH:11]1.[O:12]=[C:13]([CH2:14][C:15](=[O:16])[OH:17])[N:18]1[CH2:19][CH2:20][N:21]([C:24]([c:25]2[c:26]([C:31]([F:32])([F:33])[F:34])[cH:27][cH:28][cH:29][cH:30]2)=[O:35])[CH2:22][CH2:23]1>>[NH:1]([c:2]1[cH:3][cH:4][c:5]([C:6](=[O:7])[NH:8][CH3:9])[cH:10][cH:11]1)[C:15]([CH2:14][C:13](=[O:12])[N:18]1[CH2:19][CH2:20][N:21]([C:24]([c:25]2[c:26]([C:31]([F:32])([F:33])[F:34])[cH:27][cH:28][cH:29][cH:30]2)=[O:35])[CH2:22][CH2:23]1)=[O:16]. Starting materials: Br, CC(=O)O, CCOC(=O)c1nc(NC)sc1C(=O)CC, CC(=O)O, O. Yields the product CCOC(=O)c1nc(NC)sc1C(=O)C(C)Br. RXN SMILES: [BrH:21].[C:17]([OH:18])(=[O:19])[CH3:20].[CH3:1][NH:2][c:3]1[s:4][c:5]([C:13]([CH2:14][CH3:15])=[O:16])[c:6]([C:8](=[O:9])[O:10][CH2:11][CH3:12])[n:7]1.[CH3:23][C:24](=[O:25])[OH:26].[OH2:22]>>[CH3:1][NH:2][c:3]1[s:4][c:5]([C:13]([CH:14]([CH3:15])[Br:21])=[O:16])[c:6]([C:8](=[O:9])[O:10][CH2:11][CH3:12])[n:7]1. Reactants: FC1=CC=C(CN2C=CC=3C2=CN=C(C3)C(=O)O)C=C1 (1-(4-fluorobenzyl)-1H-pyrrolo[2,3-c]pyridine-5-carboxylic acid), Cl.CNO (N-methyl hydroxylamine hydrochloride). Yields the product FC1=CC=C(CN2C=CC=3C2=CN=C(C3)C(=O)N(C)O)C=C1 (1-(4-Fluorobenzyl)-N-hydroxy-N-methyl-1H-pyrrolo[2,3-c]pyridine-5-carboxamide). RXN SMILES: [F:1][C:2]1[CH:20]=[CH:19][C:5]([CH2:6][N:7]2[C:11]3=[CH:12][N:13]=[C:14]([C:16]([OH:18])=O)[CH:15]=[C:10]3[CH:9]=[CH:8]2)=[CH:4][CH:3]=1.Cl.[CH3:22][NH:23][OH:24]>>[F:1][C:2]1[CH:3]=[CH:4][C:5]([CH2:6][N:7]2[C:11]3=[CH:12][N:13]=[C:14]([C:16]([N:23]([OH:24])[CH3:22])=[O:18])[CH:15]=[C:10]3[CH:9]=[CH:8]2)=[CH:19][CH:20]=1 |f:1.2|. Procedure: The title compound was prepared by coupling of 1-(4-fluorobenzyl)-1H-pyrrolo[2,3-c]pyridine-5-carboxylic acid with N-methyl hydroxylamine hydrochloride in a manner similar to step (c) of example 1. 1H NMR (DMSO-d6) δ; 12.00 (br s, 1H), 8.91 (s, 1H), 8.03 (s, 1H), 7.91 (d, 1H, J=2.8 Hz), 7.38 (dd, 2H, J=5.7 Hz, J=8.5 Hz), 7.12 (d, 2H, J=8.5 Hz), 6.71 (d, 1H, J=3.0 Hz), 5.59 (s, 2H), 3.33 (s, 3H). LCMS (API-ES, M+H+): 301.1. HRMS calcd for C16H15FN3O2 (M+H) 300.1148. found 300.1138. HPLC: 100% pur... Starting materials: ClC1=CC=NC2=CC(=CC=C12)OC (4-Chloro-7-methoxyquinoline), [SH-].[Na+] (sodium hydrosulfide). The solvent is C(C)O (ethanol). Conditions: time 6 day. Yields the product COC1=CC=C2C(C=CNC2=C1)=S (7-Methoxyquinoline-4(1H)-thione). Yield: 61.7%. As a reaction SMILES: Cl[C:2]1[C:11]2[C:6](=[CH:7][C:8]([O:12][CH3:13])=[CH:9][CH:10]=2)[N:5]=[CH:4][CH:3]=1.[SH-:14].[Na+]>C(O)C>[CH3:13][O:12][C:8]1[CH:7]=[C:6]2[C:11]([C:2](=[S:14])[CH:3]=[CH:4][NH:5]2)=[CH:10][CH:9]=1 |f:1.2|. Procedure: 4-Chloro-7-methoxyquinoline(965 mg, 5 mmol) and 70% sodium hydrosulfide (800 mg, 10 mmol) were added to ethanol (100 ml) and stirred at room temperature for 6 days. Ethanol was removed under reduced pressure from the reaction mixture. The residue was chromatographed by silica gel column chromatography, eluted with mixed solution of methylene chloride with methanol (16 : 1) for collection of yellow bands. The solvent was removed and the residue was added with a small amount of methylene chloride.... The reactants are O=C1Nc2ccc(Br)cc2C12CC2c1nnn[nH]1, CI, [Na+], CN(C)C=O, [OH-]. Product: Cn1nnc(C2CC23C(=O)Nc2ccc(Br)cc23)n1. RXN SMILES: [Br:1][c:2]1[cH:3][c:4]2[c:5]([cH:6][cH:7]1)[NH:8][C:9](=[O:18])[C:10]21[CH:11]([c:13]2[n:14][n:15][n:16][nH:17]2)[CH2:12]1.[I:19][CH3:20].[Na+:22].[O:23]=[CH:24][N:25]([CH3:26])[CH3:27].[OH-:21]>>[Br:1][c:2]1[cH:3][c:4]2[c:5]([cH:6][cH:7]1)[NH:8][C:9](=[O:18])[C:10]21[CH:11]([c:13]2[n:14][n:15]([CH3:20])[n:16][n:17]2)[CH2:12]1. The reactants are C(C)(C)(C)OC(=O)N1CC2=CC=C(C=C2CC1)O (6-hydroxy-1,2,3,4-tetrahydroisoquinoline-2-carboxylic acid tert-Butyl Ester), OCC1CCN(CC1)C1=CC=NC=C1 (4-hydroxymethyl-1-(pyridin-4-yl)piperidine), N(=NC(=O)OC(C)C)C(=O)OC(C)C (diisopropyl azodicarboxylate), C1(=CC=CC=C1)P(C1=CC=CC=C1)C1=CC=CC=C1 (triphenylphosphine). The solvent is O1CCCC1 (tetrahydrofuran), C(Cl)Cl (methylene chloride). Reaction conditions: time 12 hour. Product: C(C)(C)(C)OC(=O)N1CC2=CC=C(C=C2CC1)OCC1CCN(CC1)C1=CC=NC=C1 (6-[1-(Pyridin-4-yl)piperidin-4-ylmethoxy]-1,2,3,4-tetrahydroisoquinoline-2-carboxylic Acid tert-Butyl Ester). Yield: 73.6%. Reaction SMILES: [C:1]([O:5][C:6]([N:8]1[CH2:17][CH2:16][C:15]2[C:10](=[CH:11][CH:12]=[C:13]([OH:18])[CH:14]=2)[CH2:9]1)=[O:7])([CH3:4])([CH3:3])[CH3:2].O[CH2:20][CH:21]1[CH2:26][CH2:25][N:24]([C:27]2[CH:32]=[CH:31][N:30]=[CH:29][CH:28]=2)[CH2:23][CH2:22]1.C1(P(C2C=CC=CC=2)C2C=CC=CC=2)C=CC=CC=1.N(C(OC(C)C)=O)=NC(OC(C)C)=O>O1CCCC1.C(Cl)Cl>[C:1]([O:5][C:6]([N:8]1[CH2:17][CH2:16][C:15]2[C:10](=[CH:11][CH:12]=[C:13]([O:18][CH2:20][CH:21]3[CH2:22][CH2:23][N:24]([C:27]4[CH:28]=[CH:29][N:30]=[CH:31][CH:32]=4)[CH2:25][CH2:26]3)[CH:14]=2)[CH2:9]1)=[O:7])([CH3:4])([CH3:2])[CH3:3]. Reported procedure: To a solution of 6-hydroxy-1,2,3,4-tetrahydroisoquinoline-2-carboxylic acid tert-Butyl Ester (320 mg) and 4-hydroxymethyl-1-(pyridin-4-yl)piperidine (247 mg) in a mixture of tetrahydrofuran (15 ml) and methylene chloride (5 ml) were successively added triphenylphosphine (370 mg) and diisopropyl azodicarboxylate (0.28 ml), and the mixture was stirred at room temperature for 12 hours. After completion of the reaction, the solvent was evaporated and the obtained residue was purified by silica gel c...